This data is from the Open Reaction Database (ORD), a public repository of structured organic reaction records. The task is: describe an organic reaction: reactants, conditions, products, and yield Starting materials: C1CCC2=NCCCN2CC1, Cc1ccccc1, OC1Cc2cccc3cccc1c23, O, [N-]=[N+]=NP(=O)(c1ccccc1)c1ccccc1. The product is NC1Cc2cccc3cccc1c23. RXN SMILES: [CH2:31]1[CH2:32][CH2:33][C:34]2=[N:39][CH2:38][CH2:37][CH2:36][N:35]2[CH2:40][CH2:41]1.[CH3:43][c:44]1[cH:45][cH:46][cH:47][cH:48][cH:49]1.[CH:1]1([OH:13])[CH2:2][c:3]2[cH:4][cH:5][cH:6][c:7]3[cH:8][cH:9][cH:10][c:11]1[c:12]23.[OH2:42].[c:14]1([P:15]([c:18]2[cH:19][cH:20][cH:21][cH:22][cH:23]2)(=[O:24])[N:28]=[N+:16]=[N-:17])[cH:25][cH:26][cH:27][cH:29][cH:30]1>>[CH:1]1([NH2:28])[CH2:2][c:3]2[cH:4][cH:5][cH:6][c:7]3[cH:8][cH:9][cH:10][c:11]1[c:12]23. Reactants: C(C1=CC=CC=C1)OC(=O)N1CCC2(C(N(C(CO2)=O)CC2=CC=C(C=C2)OCC(C)C)CC2=CC=C(C=C2)F)CC1 (5-(4-Fluorobenzyl)-4-(4-isobutoxybenzyl)-3-oxo-1-oxa-4,9-diaza-spiro[5.5]undecane-9-carboxylic acid benzyl ester). The reagents and catalysts are [Pd] (Pd/C). Run in C(C)O (ethanol). The product is FC1=CC=C(CC2N(C(COC23CCNCC3)=O)CC3=CC=C(C=C3)OCC(C)C)C=C1 (5-(4-fluorobenzyl)-4-(4-isobutoxybenzyl)-1-oxa-4,9-diaza-spiro[5.5]undecan-3-one). As a reaction SMILES: C(OC([N:11]1[CH2:42][CH2:41][C:14]2([O:19][CH2:18][C:17](=[O:20])[N:16]([CH2:21][C:22]3[CH:27]=[CH:26][C:25]([O:28][CH2:29][CH:30]([CH3:32])[CH3:31])=[CH:24][CH:23]=3)[CH:15]2[CH2:33][C:34]2[CH:39]=[CH:38][C:37]([F:40])=[CH:36][CH:35]=2)[CH2:13][CH2:12]1)=O)C1C=CC=CC=1>C(O)C.[Pd]>[F:40][C:37]1[CH:36]=[CH:35][C:34]([CH2:33][CH:15]2[C:14]3([CH2:13][CH2:12][NH:11][CH2:42][CH2:41]3)[O:19][CH2:18][C:17](=[O:20])[N:16]2[CH2:21][C:22]2[CH:27]=[CH:26][C:25]([O:28][CH2:29][CH:30]([CH3:31])[CH3:32])=[CH:24][CH:23]=2)=[CH:39][CH:38]=1. Reported procedure: The spirocycle 103NLS33 (62 mg, 0.107 mmol) in ethanol (5 mL) was N-CBz-deprotected by hydrogenation in presence of Pd/C (10%, 40 mg) under H2-balloon pressure. The catalyst was filtered off and the filtrate evaporated under reduced pressure to give crude 5-(4-fluorobenzyl)-4-(4-isobutoxybenzyl)-1-oxa-4,9-diaza-spiro[5.5]undecan-3-one. The residue was dissolved in methanol (3 mL), formaldehyde (37% in water, 0.017 mL) added, followed by the addition of acetic acid (0.03 mL) and sodium cyanoboroh... The reactants are CC(C)(C)OC(=O)CBr, O=C([O-])[O-], CC(C)=O, [K+], [K+], O=[N+]([O-])c1cccc(O)c1. The product is CC(C)(C)OC(=O)COc1cccc([N+](=O)[O-])c1. Reaction SMILES: [Br:11][CH2:12][C:13](=[O:14])[O:15][C:16]([CH3:17])([CH3:18])[CH3:19].[C:20](=[O:21])([O-:22])[O-:23].[CH3:26][C:27](=[O:28])[CH3:29].[K+:24].[K+:25].[OH:1][c:2]1[cH:3][cH:4][cH:5][c:6]([N+:8]([O-:9])=[O:10])[cH:7]1>>[O:1]([c:2]1[cH:3][cH:4][cH:5][c:6]([N+:8]([O-:9])=[O:10])[cH:7]1)[CH2:12][C:13](=[O:14])[O:15][C:16]([CH3:17])([CH3:18])[CH3:19]. Reactants: CC(=O)O[BH-](OC(C)=O)OC(C)=O, CC(C)=O, ClCCl, NC(Cc1ccccc1)C(=O)N1CCN(C(c2ccc(F)cc2)c2ccc(F)cc2)CC1, [Na+], [Na+], O=C([O-])O. The product is CC(C)NC(Cc1ccccc1)C(=O)N1CCN(C(c2ccc(F)cc2)c2ccc(F)cc2)CC1. Reaction SMILES: [C:37]([O:38][BH-:39]([O:40][C:41](=[O:42])[CH3:43])[O:44][C:45](=[O:46])[CH3:47])(=[O:48])[CH3:49].[CH3:33][C:34]([CH3:35])=[O:36].[Cl:56][CH2:57][Cl:58].[NH2:1][CH:2]([C:3](=[O:4])[N:5]1[CH2:6][CH2:7][N:8]([CH:11]([c:12]2[cH:13][cH:14][c:15]([F:18])[cH:16][cH:17]2)[c:19]2[cH:20][cH:21][c:22]([F:25])[cH:23][cH:24]2)[CH2:9][CH2:10]1)[CH2:26][c:27]1[cH:28][cH:29][cH:30][cH:31][cH:32]1.[Na+:50].[Na+:55].[O-:51][C:52]([OH:53])=[O:54]>>[NH:1]([CH:2]([C:3](=[O:4])[N:5]1[CH2:6][CH2:7][N:8]([CH:11]([c:12]2[cH:13][cH:14][c:15]([F:18])[cH:16][cH:17]2)[c:19]2[cH:20][cH:21][c:22]([F:25])[cH:23][cH:24]2)[CH2:9][CH2:10]1)[CH2:26][c:27]1[cH:28][cH:29][cH:30][cH:31][cH:32]1)[CH:34]([CH3:33])[CH3:35]. Starting materials: FC=1C=C(N)C=CC1 (3-Fluoroaniline), ClCC(=O)OC (methyl chloroacetate), O.O.O.C(C)(=O)[O-].[Na+] (sodium acetate trihydrate), Intermediate 1. Product: COC(CNC1=CC(=CC=C1)F)=O (N-(3-Fluorophenyl)glycine methyl ester). As a reaction SMILES: [F:1][C:2]1[CH:3]=[C:4]([CH:6]=[CH:7][CH:8]=1)[NH2:5].Cl[CH2:10][C:11]([O:13][CH3:14])=[O:12].O.O.O.C([O-])(=O)C.[Na+]>>[CH3:14][O:13][C:11](=[O:12])[CH2:10][NH:5][C:4]1[CH:6]=[CH:7][CH:8]=[C:2]([F:1])[CH:3]=1 |f:2.3.4.5.6|. Reported procedure: 3-Fluoroaniline (55.5 g), methyl chloroacetate (44 ml), and sodium acetate trihydrate (114 g) were treated according to the method of Intermediate 1 to give a solid (50 g), a small sample of which (ca. 1 g) was purified by FCC eluting with System B (1:3) to give a solid which was recrystallised from petroleum ether (60°-80°) to give the title compound, m.p. 68°-69°. Reactants: C=Cc1ccc(NC(=O)c2ccccc2-c2ccc(C(F)(F)F)cc2)c(C(=O)N(C)C)c1, CC(C)=O, [O-][I+3]([O-])([O-])[O-], [Na+]. Yields the product CN(C)C(=O)c1cc(C=O)ccc1NC(=O)c1ccccc1-c1ccc(C(F)(F)F)cc1. As a reaction SMILES: [CH3:1][N:2]([C:3](=[O:4])[c:5]1[c:6]([NH:13][C:14](=[O:15])[c:16]2[c:17](-[c:22]3[cH:23][cH:24][c:25]([C:28]([F:29])([F:30])[F:31])[cH:26][cH:27]3)[cH:18][cH:19][cH:20][cH:21]2)[cH:7][cH:8][c:9]([CH:11]=[CH2:12])[cH:10]1)[CH3:32].[CH3:39][C:40](=[O:41])[CH3:42].[I+3:33]([O-:34])([O-:35])([O-:36])[O-:37].[Na+:38]>>[CH3:1][N:2]([C:3](=[O:4])[c:5]1[c:6]([NH:13][C:14](=[O:15])[c:16]2[c:17](-[c:22]3[cH:23][cH:24][c:25]([C:28]([F:29])([F:30])[F:31])[cH:26][cH:27]3)[cH:18][cH:19][cH:20][cH:21]2)[cH:7][cH:8][c:9]([CH:11]=[O:34])[cH:10]1)[CH3:32]. Reactants: O=C([O-])O, Cc1nc(-c2ccc(C(F)(F)F)cc2)oc1C=O, Cc1nc(-c2ccc(C(F)(F)F)cc2)oc1CO, ClCCl, [Na+]. The product is Cc1nc(-c2ccc(C(F)(F)F)cc2)oc1C=O. Reaction SMILES: [C:40](=[O:41])([O-:42])[OH:43].[CH3:19][c:20]1[n:21][c:22](-[c:23]2[cH:24][cH:25][c:26]([C:27]([F:28])([F:29])[F:30])[cH:31][cH:32]2)[o:33][c:34]1[CH:35]=[O:36].[CH3:1][c:2]1[n:3][c:4](-[c:9]2[cH:10][cH:11][c:12]([C:15]([F:16])([F:17])[F:18])[cH:13][cH:14]2)[o:5][c:6]1[CH2:7][OH:8].[Cl:37][CH2:38][Cl:39].[Na+:44]>>[CH3:1][c:2]1[n:3][c:4](-[c:9]2[cH:10][cH:11][c:12]([C:15]([F:16])([F:17])[F:18])[cH:13][cH:14]2)[o:5][c:6]1[CH:7]=[O:8].